Dataset: the Open Reaction Database (ORD), a public repository of structured organic reaction records. Task: describe an organic reaction: reactants, conditions, products, and yield The reactants are CC1([C@@]2([C@@H](C[C@H]1CC2)N2CCOCC2)CSSCC21C(CC(CC2)C1(C)C)N1CCOCC1)C ((1S,2R,4R)-1,2-bis((7,7-dimethyl-2-morpholinobicyclo[2.2.1]heptan-1-yl)methyl)disulfane), Cl (HCl). Run in CC(C)O (IPA), CCCCCCC (n-heptane), CC(C)O (IPA). Yields the product Cl.CC1([C@@]2([C@@H](C[C@H]1CC2)N2CCOCC2)CSSCC21C(CC(CC2)C1(C)C)N1CCOCC1)C ((1S,2R,4R)-1,2-bis((7,7-dimethyl-2-morpholinobicyclo[2.2.1]heptan-1-yl)methyl)disulfane hydrochloride). Reaction SMILES: [CH3:1][C:2]1([CH3:34])[C@@H:6]2[CH2:7][CH2:8][C@@:3]1([CH2:15][S:16][S:17][CH2:18][C:19]13[C:25]([CH3:27])([CH3:26])[CH:22]([CH2:23][CH2:24]1)[CH2:21][CH:20]3[N:28]1[CH2:33][CH2:32][O:31][CH2:30][CH2:29]1)[C@H:4]([N:9]1[CH2:14][CH2:13][O:12][CH2:11][CH2:10]1)[CH2:5]2.[ClH:35]>CC(O)C.CCCCCCC>[ClH:35].[CH3:26][C:25]1([CH3:27])[C@@H:22]2[CH2:23][CH2:24][C@@:19]1([CH2:18][S:17][S:16][CH2:15][C:3]13[C:2]([CH3:1])([CH3:34])[CH:6]([CH2:7][CH2:8]1)[CH2:5][CH:4]3[N:9]1[CH2:14][CH2:13][O:12][CH2:11][CH2:10]1)[C@H:20]([N:28]1[CH2:29][CH2:30][O:31][CH2:32][CH2:33]1)[CH2:21]2 |f:4.5|. Reported procedure: To a solution (1S,2R,4R)-1,2-bis((7,7-dimethyl-2-morpholinobicyclo[2.2.1]heptan-1-yl)methyl)disulfane (IIIa) (111 mg, 0.22 mmol) in IPA (1 mL) and n-heptane (2 mL) was added a solution of HCl in IPA (1 mL, 4.9 mmol). The resulting mixture was concentrated in vacuo to give the title product (1S,2R,4R)-1,2-bis((7,7-dimethyl-2-morpholinobicyclo[2.2.1]heptan-1-yl)methyl)disulfane hydrochloride (IIIb) as a white powder. Starting materials: C(CCCC)OC1=CC=C(C=C1)C#CC1=CC=C(C=C1)S(F)(F)(F)(F)F (4-(2-(4-pentoxyphenyl)-ethynyl)-phenyl-sulfur pentafluoride), C1(=CC=CC=C1)C (toLuene). The reagents and catalysts are [Pd] (palladium). The product is C(CCCC)[C@@H]1CC[C@H](CC1)CCC1=CC=C(C=C1)S(F)(F)(F)(F)F (4-(2-(trans-4-pentyl-cyclohexyl)-ethyl)-phenyl-sulfur pentafluoride). As a reaction SMILES: C(OC1C=CC([C:13]#[C:14][C:15]2[CH:20]=[CH:19][C:18]([S:21]([F:26])([F:25])([F:24])([F:23])[F:22])=[CH:17][CH:16]=2)=CC=1)CCCC.[C:27]1([CH3:33])[CH:32]=[CH:31][CH:30]=[CH:29][CH:28]=1>[Pd]>[CH2:33]([C@H:27]1[CH2:32][CH2:31][C@H:30]([CH2:13][CH2:14][C:15]2[CH:20]=[CH:19][C:18]([S:21]([F:25])([F:26])([F:23])([F:24])[F:22])=[CH:17][CH:16]=2)[CH2:29][CH2:28]1)[CH2:13][CH2:14][CH2:15][CH3:16]. Reported procedure: A mixture of 11.4 g of 4-(2-(4-trans-pentylcyclo-hexyl)-ethynyl)-phenyl sulfur pentafluoride (prepared as in EXAMPLE 7), 50 ml of toLuene and 10 mg of palladium-on-active charcoal is hydrogenated at room temperature under normal pressure. The solid constituents are filtered off and the filtrate is concentrated and worked up in the customary manner to give 4-(2-(trans-4-pentyl-cyclohexyl)-ethyl)-phenyl-sulfur pentafluoride. The reactants are CCOC(=O)C.CCCCCC (EtOAc hexane), FC(C1=CC=C(C=C1)B(O)O)(F)F (4-(trifluoromethyl)phenylboronic acid), BrC1=CC=C(C=O)C=C1 (4-bromo-benzaldehyde), C([O-])([O-])=O.[K+].[K+] (potassium carbonate). Reagents/catalysts: C(C)(=O)[O-].[Pd+2].C(C)(=O)[O-] (Palladium(II) acetate), [Br-].C(CCC)[N+](CCCC)(CCCC)CCCC (tetrabutylammonium bromide). The solvent is O1CCOCC1.O (dioxane water). Run at temperature 70 celsius. Product: FC(C1=CC=C(C=C1)C1=CC=C(C=C1)C=O)(F)F (4′-Trifluoromethyl-biphenyl-4-carbaldehyde). Yield: 99.7%. As a reaction SMILES: [F:1][C:2]([F:13])([F:12])[C:3]1[CH:8]=[CH:7][C:6](B(O)O)=[CH:5][CH:4]=1.Br[C:15]1[CH:22]=[CH:21][C:18]([CH:19]=[O:20])=[CH:17][CH:16]=1.C(=O)([O-])[O-].[K+].[K+].CCOC(C)=O.CCCCCC>O1CCOCC1.O.[Br-].C([N+](CCCC)(CCCC)CCCC)CCC.C([O-])(=O)C.[Pd+2].C([O-])(=O)C>[F:1][C:2]([F:13])([F:12])[C:3]1[CH:8]=[CH:7][C:6]([C:15]2[CH:22]=[CH:21][C:18]([CH:19]=[O:20])=[CH:17][CH:16]=2)=[CH:5][CH:4]=1 |f:2.3.4,5.6,7.8,9.10,11.12.13|. Reported procedure: To an ambient temperature solution of 4-(trifluoromethyl)phenylboronic acid (4.64 g, 24.43 mmol) in dioxane/water (15/15 mL) is added 4-bromo-benzaldehyde (4.42 g, 22.21 mmol), tetrabutylammonium bromide (7.16 g, 22.21 mmol, potassium carbonate (7.67 g, 55.53 mmol) and is degassed for 10 min. Palladium(II) acetate (748 mg, 1.11 mmol) is added and the reaction mixture is heated to 70° C. After 2 h TLC (20% EtOAc/hexane) indicates complete consumption of starting material. The reaction is cooled t...